Dataset: the Open Reaction Database (ORD), a public repository of structured organic reaction records. Task: describe an organic reaction: reactants, conditions, products, and yield Starting materials: FC1=C(N)C=CC=C1N1C=CN2N=C(C=C21)C=2C=NC=CC2 (2-Fluoro-3-[6-(pyridin-3-yl)-1H-imidazo[1,2-b]pyrazol-1-yl]aniline), C(#N)C=1C=C(C(=O)O)C=C(C1)S(F)(F)(F)(F)F (3-Cyano-5-(pentafluoro-λ6-sulphanyl)benzoic acid). The product is C(#N)C=1C=C(C(=O)NC2=C(C(=CC=C2)N2C=CN3N=C(C=C32)C=3C=NC=CC3)F)C=C(C1)S(F)(F)(F)(F)F (3-Cyano-N-{2-fluoro-3-[6-(pyridin-3-yl)-1H-imidazo[1,2-b]pyrazol-1-yl]phenyl}-5-(pentafluoro-λ6-sulphanyl)benzamide). RXN SMILES: [F:1][C:2]1[C:8]([N:9]2[C:16]3[N:12]([N:13]=[C:14]([C:17]4[CH:18]=[N:19][CH:20]=[CH:21][CH:22]=4)[CH:15]=3)[CH:11]=[CH:10]2)=[CH:7][CH:6]=[CH:5][C:3]=1[NH2:4].[C:23]([C:25]1[CH:26]=[C:27]([CH:31]=[C:32]([S:34]([F:39])([F:38])([F:37])([F:36])[F:35])[CH:33]=1)[C:28](O)=[O:29])#[N:24]>>[C:23]([C:25]1[CH:26]=[C:27]([CH:31]=[C:32]([S:34]([F:38])([F:39])([F:35])([F:36])[F:37])[CH:33]=1)[C:28]([NH:4][C:3]1[CH:5]=[CH:6][CH:7]=[C:8]([N:9]2[C:16]3[N:12]([N:13]=[C:14]([C:17]4[CH:18]=[N:19][CH:20]=[CH:21][CH:22]=4)[CH:15]=3)[CH:11]=[CH:10]2)[C:2]=1[F:1])=[O:29])#[N:24]. Procedure details: Analogously to the process described in Example 96, 100 mg (0.341 mmol) of the compound of Example 70A and 110 mg (0.341 mmol, 85% pure) of the compound from Example 23A gave 52 mg (28% of theory) of the title compound. Here, purification was by preparative HPLC according to Method 33, and final trituration of the product could be dispensed with. The reactants are C(C)(C)(C)C1=CC(=CC=2C(C(OC21)=O)O)C (7-tert-butyl-3-hydroxy-5-methyl-3H-benzofuran-2-one), Cl (HCl), S(=O)(Cl)Cl (thionyl chloride). The reagents and catalysts are CN(C)C=O (DMF). Run in C1(=CC=CC=C1)C (toluene). Conditions: temperature 100 celsius, time 1 hour. Product: C(C)(C)(C)C1=CC(=CC=2C(C(OC21)=O)=C2C(OC1=C2C=C(C=C1C(C)(C)C)C)=O)C (7,7′-di-tert-butyl-5,5′-dimethyl[3,3′]bibenzofuranylidene-2,2′-dione). Yield: 57.4%. RXN SMILES: [C:1]([C:5]1[C:13]2[O:12][C:11](=[O:14])[CH:10](O)[C:9]=2[CH:8]=[C:7]([CH3:16])[CH:6]=1)([CH3:4])([CH3:3])[CH3:2].S(Cl)(Cl)=O.Cl>C1(C)C=CC=CC=1.CN(C=O)C>[C:1]([C:5]1[C:13]2[O:12][C:11](=[O:14])[C:10](=[C:10]3[C:9]4[CH:8]=[C:7]([CH3:16])[CH:6]=[C:5]([C:1]([CH3:2])([CH3:3])[CH3:4])[C:13]=4[O:12][C:11]3=[O:14])[C:9]=2[CH:8]=[C:7]([CH3:16])[CH:6]=1)([CH3:4])([CH3:3])[CH3:2]. Procedure details: 22 g of 7-tert-butyl-3-hydroxy-5-methyl-3H-benzofuran-2-one (prepared as described in Example 2 of U.S. Pat. No. 5,614,572) are introduced in 50 ml of toluene as initial charge and admixed with 3 drops of DMF and 15 ml of thionyl chloride. The solution is then gradually heated to 100° C. so that the evolution of HCl and SO2 remains lively but still controllable. Thereafter the reaction mixture is stirred at 100° C. for a further 1 h. About 50 ml of liquid are subsequently distilled off to remove... The reactants are C(CC(=O)C)(=O)N[C@@H](CC(=O)[O-])C(=O)[O-].[Na+].[Na+] (disodium N-acetoacetylaspartate), P(Cl)(Cl)Cl (phosphorous trichloride), COC([C@@H](N)CC1=CC=CC=C1)=O (L-phenylalanine methyl ester), C(CC(=O)C)(=O)N[C@H]1CC(=O)OC1=O (N-acetoacetyl-L-aspartic anhydride). The solvent is C(C)(=O)O (acetic acid), C(C)(=O)OCC (ethyl acetate), O1CCOCC1 (dioxane). Run at time 20 hour. Product: COC([C@@H](NC([C@@H](NC(CC(=O)C)=O)CC(O)=O)=O)CC1=CC=CC=C1)=O (N-acetoacetyl-L-aspartyl-L-phenylalanine methyl ester). RXN SMILES: [C:1]([NH:7][C@H:8]([C:13]([O-:15])=O)[CH2:9][C:10]([O-:12])=[O:11])(=[O:6])[CH2:2][C:3]([CH3:5])=[O:4].[Na+].[Na+].P(Cl)(Cl)Cl.C(N[C@@H]1C(=O)OC(=O)C1)(=O)CC(C)=O.[CH3:36][O:37][C:38](=[O:48])[C@H:39]([CH2:41][C:42]1[CH:47]=[CH:46][CH:45]=[CH:44][CH:43]=1)[NH2:40]>O1CCOCC1.C(O)(=O)C.C(OCC)(=O)C>[CH3:36][O:37][C:38](=[O:48])[C@H:39]([CH2:41][C:42]1[CH:47]=[CH:46][CH:45]=[CH:44][CH:43]=1)[NH:40][C:13](=[O:15])[C@H:8]([CH2:9][C:10](=[O:11])[OH:12])[NH:7][C:1](=[O:6])[CH2:2][C:3]([CH3:5])=[O:4] |f:0.1.2|. Procedure: Crude disodium N-acetoacetylaspartate, 28.51 parts, was stirred with 200 parts by volume of ethyl acetate and 11.7 parts by volume of acetic acid at 0°-5° C. under argon while 4.37 parts by volume of phosphorous trichloride was added dropwise. The resulting mixture was allowed to warm to ambient temperatures while stirring for 20 hours. To the resulting solution which contains N-acetoacetyl-L-aspartic anhydride was added dropwise over a 2 hour period 122 parts by volume of 0.9 M L-phenylalanine ... Starting materials: CN1N=NN=C1CC(=S)O ((1-methyl-1H-tetrazol-5-yl)thioacetic acid), S(=O)(Cl)Cl (thionyl chloride). The reagents and catalysts are CN(C=O)C (dimethylformamide). The solvent is C1=CC=CC=C1 (benzene), C1=CC=CC=C1 (benzene). Yields the product CN1N=NN=C1CC(=S)Cl ((1-methyl-1H-tetrazol-5-yl)thioacetyl chloride). As a reaction SMILES: [CH3:1][N:2]1[C:6]([CH2:7][C:8](O)=[S:9])=[N:5][N:4]=[N:3]1.S(Cl)([Cl:13])=O>C1C=CC=CC=1.CN(C)C=O>[CH3:1][N:2]1[C:6]([CH2:7][C:8]([Cl:13])=[S:9])=[N:5][N:4]=[N:3]1. Procedure: To a suspension of (1-methyl-1H-tetrazol-5-yl)thioacetic acid (10 g) in dried benzene (100 ml) were added a solution of thionyl chloride (10.2 g) in dried benzene (30 ml) and dimethylformamide (1 drop) in turn at room temperature, and the mixture was refluxed for 1 hour. After the reaction, the solvent was distilled off to give crystals of (1-methyl-1H-tetrazol-5-yl)thioacetyl chloride. To a solution of 3,4-dibenzyloxyphenethylamine (9.3 g) in a mixture of dried benzene (90 ml) and dried chlorof... Reactants: O=C(CCC1SCCCS1)COCc1ccccc1, OCCO, Cc1ccc(S(=O)(=O)O)cc1, c1ccccc1. The product is c1ccc(COCC2(CCC3SCCCS3)OCCO2)cc1. RXN SMILES: [CH2:1]([c:2]1[cH:3][cH:4][cH:5][cH:6][cH:7]1)[O:8][CH2:9][C:10]([CH2:11][CH2:12][CH:13]1[S:14][CH2:15][CH2:16][CH2:17][S:18]1)=[O:19].[OH:20][CH2:21][CH2:22][OH:23].[c:24]1([CH3:25])[cH:26][cH:27][c:28]([S:29]([OH:30])(=[O:31])=[O:32])[cH:33][cH:34]1.[cH:35]1[cH:36][cH:37][cH:38][cH:39][cH:40]1>>[CH2:1]([c:2]1[cH:3][cH:4][cH:5][cH:6][cH:7]1)[O:8][CH2:9][C:10]1([CH2:11][CH2:12][CH:13]2[S:14][CH2:15][CH2:16][CH2:17][S:18]2)[O:19][CH2:22][CH2:21][O:20]1. Reactants: CC1CCCC1=O, O=Cc1ccc(Cl)cc1, [K+], [OH-], O. The product is CC1CCC(=Cc2ccc(Cl)cc2)C1=O. As a reaction SMILES: [CH3:3][CH:4]1[C:5](=[O:9])[CH2:6][CH2:7][CH2:8]1.[Cl:10][c:11]1[cH:12][cH:13][c:14]([CH:15]=[O:16])[cH:17][cH:18]1.[K+:2].[OH-:1].[OH2:19]>>[CH3:3][CH:4]1[C:5](=[O:9])[C:6](=[CH:15][c:14]2[cH:13][cH:12][c:11]([Cl:10])[cH:18][cH:17]2)[CH2:7][CH2:8]1.